This data is from the Open Reaction Database (ORD), a public repository of structured organic reaction records. The task is: describe an organic reaction: reactants, conditions, products, and yield Reactants: ClC1=CC=C(CN2C(N(N=C(C2=O)Br)C=2C=C(C=CC2)NC(C)=O)=O)C=C1 (N-(3-(4-(4-chlorobenzyl)-6-bromo-3,5-dioxo-4,5-dihydro-1,2,4-triazin-2(3H)-yl)phenyl)acetamide), CNC (dimethylamine), CO (methanol). Solvent: CN(C)C=O (DMF). Reaction conditions: temperature 150 celsius. Product: ClC1=CC=C(CN2C(N(N=C(C2=O)N(C)C)C=2C=C(C=CC2)NC(C)=O)=O)C=C1 (N-(3-(4-(4-chlorobenzyl)-6-(dimethylamino)-3,5-dioxo-4,5-dihydro-1,2,4-triazin-2(3H)-yl)phenyl)acetamide). Yield: 11.0%. As a reaction SMILES: [Cl:1][C:2]1[CH:27]=[CH:26][C:5]([CH2:6][N:7]2[C:12](=[O:13])[C:11](Br)=[N:10][N:9]([C:15]3[CH:16]=[C:17]([NH:21][C:22](=[O:24])[CH3:23])[CH:18]=[CH:19][CH:20]=3)[C:8]2=[O:25])=[CH:4][CH:3]=1.[CH3:28][NH:29][CH3:30].CO>CN(C=O)C>[Cl:1][C:2]1[CH:27]=[CH:26][C:5]([CH2:6][N:7]2[C:12](=[O:13])[C:11]([N:29]([CH3:30])[CH3:28])=[N:10][N:9]([C:15]3[CH:16]=[C:17]([NH:21][C:22](=[O:24])[CH3:23])[CH:18]=[CH:19][CH:20]=3)[C:8]2=[O:25])=[CH:4][CH:3]=1. Procedure: According to Scheme 2 Step 4: To a solution of 2(C) (100 mg, 0.22 mmol) in 0.5 mL of DMF was added dimethylamine 2M solution in methanol (0.56 mL, 1.11 mmol). The reaction was heated 5 h at 150° C. under microwave irradiation. The reaction mixture was quenched with water and extracted with ethyl acetate (×3). The combined organic layers were washed successively with water, with brine, dried over MgSO4, filtered and concentrated. The crude product was purified by flash chromatography, 5 g column ... Yields the product CCC1OC(=C2C(=O)Nc3ccc(F)cc32)c2cnc(Cl)c(Cl)c21. As a reaction SMILES: [CH2:37]1[O:38][CH2:39][CH2:40][CH2:41]1.[CH3:12][Si:13]([N-:14][Si:15]([CH3:16])([CH3:17])[CH3:18])([CH3:19])[CH3:20].[Cl:22][c:23]1[c:24]([Cl:35])[c:25]2[c:26]([cH:27][n:28]1)[C:29](=[O:34])[O:30][CH:31]2[CH2:32][CH3:33].[ClH:36].[F:1][c:2]1[cH:3][c:4]2[c:8]([cH:9][cH:10]1)[NH:7][C:6](=[O:11])[CH2:5]2.[Li+:21]>>[F:1][c:2]1[cH:3][c:4]2[c:8]([cH:9][cH:10]1)[NH:7][C:6](=[O:11])[C:5]2=[C:29]1[c:26]2[c:25]([c:24]([Cl:35])[c:23]([Cl:22])[n:28][cH:27]2)[CH:31]([CH2:32][CH3:33])[O:30]1. The reactants are C1CCOC1, C[Si](C)(C)[N-][Si](C)(C)C, CCC1OC(=O)c2cnc(Cl)c(Cl)c21, Cl, O=C1Cc2cc(F)ccc2N1, [Li+]. Starting materials: Cl.[Cl-].N1=CC=C(C=C1)[N+]1=CC=CC=C1 (N-(4-pyridyl)pyridinium chloride hydrochloride), Cl.C(CCCCCC)N (n-heptylamine hydrochloride), [OH-].[Na+] (sodium hydroxide). Solvent: ice water, C(C)#N (acetonitrile), C(Cl)(Cl)Cl (chloroform). Conditions: temperature 215 celsius. Product: C(CCCCCC)NC1=CC=NC=C1 (4-(heptylamino)pyridine). Reaction SMILES: Cl.[Cl-].[N:3]1[CH:8]=[CH:7][C:6]([N+:9]2[CH:14]=[CH:13][CH:12]=[CH:11][CH:10]=2)=[CH:5][CH:4]=1.Cl.[CH2:16](N)[CH2:17]CCCCC.[OH-].[Na+]>C(#N)C.C(Cl)(Cl)Cl>[CH2:14]([NH:9][C:6]1[CH:5]=[CH:4][N:3]=[CH:8][CH:7]=1)[CH2:13][CH2:12][CH2:11][CH2:10][CH2:16][CH3:17] |f:0.1.2,3.4,5.6|. Reported procedure: Alternatively, 4-(heptylamino)pyridine was prepared as follows: A mixture containing 229 g. (1.0 mole) of N-(4-pyridyl)pyridinium chloride hydrochloride and 228 g. (1.5 moles) of n-heptylamine hydrochloride was heated 2 hours with stirring in an oil bath at a bath temperature of 215° C. The reaction mixture was cooled to 80° C., diluted with ice-water, made alkaline with 35% aqueous sodium hydroxide and extracted successively with ether and chloroform. The organic extracts were combined and evap... Starting materials: O (water), OC1=CC=C(C=C1)C(C)(C)C1=CC=C(C=C1)O (bisphenol A), C(=O)(Cl)Cl (phosgene), [OH-].[Na+] (sodium hydroxide), polyetherimide, polycarbonate. Solvent: C(Cl)Cl.O (methylene chloride water), C1=CC(=C(C=C1)Cl)Cl (ODCB), C(Cl)Cl (methylene chloride), [Cl-].[Na+].O (brine). The product is CC(C)(C1=CC=C(C=C1)O)C2=CC=C(C=C2)O.C(=O)(O)O (bisphenol A polycarbonate). RXN SMILES: [OH2:1].[OH:2][C:3]1[CH:8]=[CH:7][C:6]([C:9]([C:12]2[CH:17]=[CH:16][C:15]([OH:18])=[CH:14][CH:13]=2)([CH3:11])[CH3:10])=[CH:5][CH:4]=1.[C:19](Cl)(Cl)=[O:20].[OH-:23].[Na+]>C1C=CC(Cl)=C(Cl)C=1.C(Cl)Cl.[Cl-].[Na+].O.C(Cl)Cl.O>[CH3:11][C:9]([C:6]1[CH:7]=[CH:8][C:3]([OH:2])=[CH:4][CH:5]=1)([C:12]1[CH:13]=[CH:14][C:15]([OH:18])=[CH:16][CH:17]=1)[CH3:10].[C:19]([OH:20])([OH:23])=[O:1] |f:3.4,7.8.9,10.11,12.13|. Reported procedure: As used herein, the term polymer includes both high molecular weight polymers, for example bisphenol A polycarbonate having a number average molecular weight Mn of 10,000 atomic mass units (amu) or more, and relatively low molecular weight oligomeric materials, for example bisphenol A polycarbonate having a number average molecular weight of about 800 amu. Typically, the polymer-solvent mixture is a product mixture obtained after a polymerization reaction, or polymer derivatization reaction, con... Reactants: NC1[C@@H]2N(C(=CCS2)C(=O)O)C1=O (7-amino-3-cephem-4-carboxylic acid), C[Si](C)(C)CC(=O)N (trimethylsilylacetamide), resultant solution, O (Water), FC(CON=CC(=O)O)(F)F (2,2,2-trifluoroethoxyiminoacetic acid), P(=O)(Cl)(Cl)Cl (phosphoryl chloride). The solvent is C(C)(=O)OCC (ethyl acetate), C(C)(=O)OCC (ethyl acetate), C(C)(=O)OCC (ethyl acetate), C(C)(=O)OCC (ethyl acetate), CN(C=O)C (N,N-dimethylformamide). Conditions: time 30 minute. Yields the product C[N+](=CCl)C.[Cl-] (Vilsmeier reagent), C(=O)NC=1SC=C(N1)C(C(=O)NC1[C@@H]2N(C(=CCS2)C(=O)O)C1=O)=NOCC(F)(F)F (7-[2-(2-formamidothiazol-4-yl)-2-(2,2,2-trifluoroethoxyimino)acetamido]-3-cephem-4-carboxylic acid). Reaction SMILES: P(Cl)(Cl)([Cl:3])=O.[F:6][C:7]([F:16])([F:15])[CH2:8][O:9][N:10]=[CH:11][C:12]([OH:14])=O.[NH2:17][CH:18]1[C:28](=[O:29])[N:20]2[C:21]([C:25]([OH:27])=[O:26])=[CH:22][CH2:23][S:24][C@H:19]12.C[Si]([CH2:34][C:35]([NH2:37])=O)(C)C.[OH2:38]>C(OCC)(=O)C.CN(C)C=O>[CH3:19][N+:20]([CH3:28])=[CH:21][Cl:3].[Cl-:3].[CH:21]([NH:20][C:19]1[S:24][CH:34]=[C:35]([C:11](=[N:10][O:9][CH2:8][C:7]([F:6])([F:16])[F:15])[C:12]([NH:17][CH:18]2[C:28](=[O:29])[N:20]3[C:21]([C:25]([OH:27])=[O:26])=[CH:22][CH2:23][S:24][C@H:19]23)=[O:14])[N:37]=1)=[O:38] |f:7.8|. Reported procedure: The Vilsmeier reagent was prepared from N,N-dimethylformamide (0.32 g.) and phosphoryl chloride (0.67 g.) in a conventional manner. After the reagent was suspended in ethyl acetate (10 ml.), 2-(2-formamidothiazol-4-yl)-2-(2,2,2-trifluoroethoxyiminoacetic acid (syn isomer, 1.2 g.) was added to the stirred suspension under ice cooling and stirred at the same temperature for 30 minutes. The solution was added to a solution of 7-amino-3-cephem-4-carboxylic acid (0.8 g.), and trimethylsilylacetamide ... The reactants are [H-].[Na+] (sodium hydride), N1=CC(=CC=C1)C1=NC(=NC=C1)NC1=CC=C(C=C1)O (4-[[4-(3-pyridinyl)-2-pyrimidinyl]amino]phenol), C(C=C)Br (allyl bromide). The solvent is CN(C=O)C (dimethylformamide), CN(C=O)C (dimethylformamide). Run at time 45 minute. Yields the product C(C=C)OC1=CC=C(C=C1)NC1=NC=CC(=N1)C=1C=NC=CC1 (N-[4-(2-Propenyloxy)phenyl]-4-(3-pyridinyl)-2-pyrimidinamine). As a reaction SMILES: [N:1]1[CH:6]=[CH:5][CH:4]=[C:3]([C:7]2[CH:12]=[CH:11][N:10]=[C:9]([NH:13][C:14]3[CH:19]=[CH:18][C:17]([OH:20])=[CH:16][CH:15]=3)[N:8]=2)[CH:2]=1.[H-].[Na+].[CH2:23](Br)[CH:24]=[CH2:25]>CN(C)C=O>[CH2:25]([O:20][C:17]1[CH:18]=[CH:19][C:14]([NH:13][C:9]2[N:8]=[C:7]([C:3]3[CH:2]=[N:1][CH:6]=[CH:5][CH:4]=3)[CH:12]=[CH:11][N:10]=2)=[CH:15][CH:16]=1)[CH:24]=[CH2:23] |f:1.2|. Reported procedure: A 2.73 g portion of dry 4-[[4-(3-pyridinyl)-2-pyrimidinyl]amino]phenol was dissolved in 50 ml of dry dimethylformamide. A 528 mg portion of sodium hydride (50% in oil) was added, the reaction was sealed and stirred for 45 minutes. A solution of 1.33 g of allyl bromide in 10 ml of dimethylformamide was added, the sealed mixture was stirred overnight and then evaporated at 80° C. The residue was partitioned between water and chloroform. The organic phase was separated, dried and filtered. The filt... The reactants are CC(=O)[O-], CCO, CC(=O)CC(=O)Nc1cc(S(=O)(=O)N2CCCCc3ccccc32)ccc1Cl, [NH4+]. The product is CC(=N)CC(=O)Nc1cc(S(=O)(=O)N2CCCCc3ccccc32)ccc1Cl. RXN SMILES: [CH3:30][C:31](=[O:32])[O-:33].[CH3:34][CH2:35][OH:36].[Cl:1][c:2]1[c:3]([NH:22][C:23]([CH2:24][C:25]([CH3:26])=[O:27])=[O:28])[cH:4][c:5]([S:8](=[O:9])(=[O:10])[N:11]2[c:12]3[c:13]([cH:18][cH:19][cH:20][cH:21]3)[CH2:14][CH2:15][CH2:16][CH2:17]2)[cH:6][cH:7]1.[NH4+:29]>>[Cl:1][c:2]1[c:3]([NH:22][C:23]([CH2:24][C:25]([CH3:26])=[NH:29])=[O:28])[cH:4][c:5]([S:8](=[O:9])(=[O:10])[N:11]2[c:12]3[c:13]([cH:18][cH:19][cH:20][cH:21]3)[CH2:14][CH2:15][CH2:16][CH2:17]2)[cH:6][cH:7]1. Reaction SMILES: [Cl:1][C:2]1[CH:22]=[CH:21][C:5]([C:6]([CH:8]([C:16]([CH:18]2[CH2:20][CH2:19]2)=[O:17])C(OC(C)(C)C)=O)=[O:7])=[C:4]([S:23]([CH3:26])(=[O:25])=[O:24])[CH:3]=1.C1(C)C=CC(S(O)(=O)=O)=CC=1>C1(C)C=CC=CC=1>[Cl:1][C:2]1[CH:22]=[CH:21][C:5]([C:6](=[O:7])[CH2:8][C:16]([CH:18]2[CH2:19][CH2:20]2)=[O:17])=[C:4]([S:23]([CH3:26])(=[O:25])=[O:24])[CH:3]=1. Yields the product ClC1=CC(=C(C=C1)C(CC(=O)C1CC1)=O)S(=O)(=O)C (1-(4-chloro-2-methylsulphonylphenyl)-3-cyclopropylpropan-1,3-dione). The yield is 99.6%. The reactants are ClC1=CC(=C(C(=O)C(C(=O)OC(C)(C)C)C(=O)C2CC2)C=C1)S(=O)(=O)C (t-butyl 2-(4-chloro-2-methylsulphonylbenzoyl)-3-cyclopropyl-3-oxopropionate), C1(=CC=C(C=C1)S(=O)(=O)O)C (4-toluenesulphonic acid). Procedure: A mixture of t-butyl 2-(4-chloro-2-methylsulphonylbenzoyl)-3-cyclopropyl-3-oxopropionate (9.5 g) and 4-toluenesulphonic acid (1.5 g) in toluene was stirred and heated at reflux for 3 hours. After cooling, the mixture was washed with water, dried (anhydrous magnesium sulphate) and filtered. The filtrate was evaporated to dryness to give 1-(4-chloro-2-methylsulphonylphenyl)-3-cyclopropylpropan-1,3-dione, (7.1 g) as an orange gum, NMR (CDCl3): 0.8-1.2 (m, 4H), 1.5-1.9 (m, 1H), 3.3 (s, 3H), 5.8 (s, ... Run in C1(=CC=CC=C1)C (toluene). Reactants: ClC1=C(N)C(=CC=C1)Cl (2,6-dichloroaniline), C(#N)C=1C(=NN2C1N=C(C=C2C)C)S(=O)(=O)Cl (3-cyano-5,7-dimethylpyrazolo-[1,5-a]pyrimidine-2-sulfonyl chloride). The solvent is N1=CC=CC=C1 (pyridine), CC(C)O (2-propanol). Run at temperature 70 celsius, time 24 hour. Yields the product C(#N)C=1C(=NN2C1N=C(C=C2C)C)S(=O)(=O)NC2=C(C=CC=C2Cl)Cl (3-cyano-5,7-dimethyl-N-(2,6-dichlorophenyl)pyrazolo[1,5-a]pyrimidine-2-sulfonamide). Isolated yield 55.4%. Reaction SMILES: [Cl:1][C:2]1[CH:8]=[CH:7][CH:6]=[C:5]([Cl:9])[C:3]=1[NH2:4].[C:10]([C:12]1[C:13]([S:23](Cl)(=[O:25])=[O:24])=[N:14][N:15]2[C:20]([CH3:21])=[CH:19][C:18]([CH3:22])=[N:17][C:16]=12)#[N:11]>N1C=CC=CC=1.CC(O)C>[C:10]([C:12]1[C:13]([S:23]([NH:4][C:3]2[C:2]([Cl:1])=[CH:8][CH:7]=[CH:6][C:5]=2[Cl:9])(=[O:24])=[O:25])=[N:14][N:15]2[C:20]([CH3:21])=[CH:19][C:18]([CH3:22])=[N:17][C:16]=12)#[N:11]. Procedure details: A solution of 0.67 g (4.1 mmole) of 2,6-dichloroaniline was stirred at room temperature as a solution of 1.1 g (4.1 mmole) of 3-cyano-5,7-dimethylpyrazolo-[1,5-a]pyrimidine-2-sulfonyl chloride in 3 ml pyridine was added. The mixture was heated at 70° C. for 15 hours, then at 130° C. for 24 hours, and cooled to room temperature. The mixture was diluted with 2-propanol and stirred at room temperature for 1 hour. The tan solid was collected by filtration, washed well with 2-propanol and dried to gi...